This data is from the Open Reaction Database (ORD), a public repository of structured organic reaction records. The task is: describe an organic reaction: reactants, conditions, products, and yield Starting materials: CC=1C=C(CN)C=CC1 (3-methylbenzylamine), C(C)(C)(C)OC(=O)C1=C(C=CC=C1)C1=CC=C(C=C1)CN1C(=C(C2=CC(=CC=C12)C(=O)O)C)C (1-((2′-(tert-butoxycarbonyl)biphenyl-4-yl)methyl)-2,3-dimethyl-1H-indole-5-carboxylic acid). Product: CC=1N(C2=CC=C(C=C2C1C)C(NCC1=CC(=CC=C1)C)=O)CC1=CC=C(C=C1)C=1C(=CC=CC1)C(=O)O (4′-((2,3-dimethyl-5-(3-methylbenzylcarbamoyl)-1H-indol-1-yl)methyl)biphenyl-2-carboxylic acid). Reaction SMILES: [CH3:1][C:2]1[CH:3]=[C:4]([CH:7]=[CH:8][CH:9]=1)[CH2:5][NH2:6].C([O:14][C:15]([C:17]1[CH:22]=[CH:21][CH:20]=[CH:19][C:18]=1[C:23]1[CH:28]=[CH:27][C:26]([CH2:29][N:30]2[C:38]3[C:33](=[CH:34][C:35]([C:39]([OH:41])=O)=[CH:36][CH:37]=3)[C:32]([CH3:42])=[C:31]2[CH3:43])=[CH:25][CH:24]=1)=[O:16])(C)(C)C>>[CH3:43][C:31]1[N:30]([CH2:29][C:26]2[CH:27]=[CH:28][C:23]([C:18]3[C:17]([C:15]([OH:14])=[O:16])=[CH:22][CH:21]=[CH:20][CH:19]=3)=[CH:24][CH:25]=2)[C:38]2[C:33]([C:32]=1[CH3:42])=[CH:34][C:35]([C:39](=[O:41])[NH:6][CH2:5][C:4]1[CH:7]=[CH:8][CH:9]=[C:2]([CH3:1])[CH:3]=1)=[CH:36][CH:37]=2. Procedure: The title compound was prepared following the same general protocol as described in Steps 8-9, Example 1, using 3-methylbenzylamine and 1-((2′-(tert-butoxycarbonyl)biphenyl-4-yl)methyl)-2,3-dimethyl-1H-indole-5-carboxylic acid. Starting materials: CC(=O)c1cc(Br)ccc1O, Cl, O=C(Cl)c1ccc([N+](=O)[O-])cc1, c1ccncc1. Reaction SMILES: [Br:1][c:2]1[cH:3][cH:4][c:5]([OH:11])[c:6]([C:8]([CH3:9])=[O:10])[cH:7]1.[ClH:24].[N+:12](=[O:13])([O-:14])[c:15]1[cH:16][cH:17][c:18]([C:19](=[O:20])[Cl:21])[cH:22][cH:23]1.[cH:25]1[cH:26][cH:27][n:28][cH:29][cH:30]1>>[Br:1][c:2]1[cH:3][cH:4][c:5]([O:11][C:19]([c:18]2[cH:17][cH:16][c:15]([N+:12](=[O:13])[O-:14])[cH:23][cH:22]2)=[O:20])[c:6]([C:8]([CH3:9])=[O:10])[cH:7]1. Yields the product CC(=O)c1cc(Br)ccc1OC(=O)c1ccc([N+](=O)[O-])cc1. The reactants are CC(C)(C)OC(=O)Nc1ccc(C(F)(F)F)cc1NC(=O)CC(=O)c1cccc(-c2ccc(C3CC3)nc2)c1, ClCCl, O=C(O)C(F)(F)F. The product is O=C1CC(c2cccc(-c3ccc(C4CC4)nc3)c2)=Nc2ccc(C(F)(F)F)cc2N1. Reaction SMILES: [C:1]([O:2][C:3](=[O:4])[NH:7][c:8]1[c:9]([NH:18][C:19]([CH2:20][C:21](=[O:5])[c:23]2[cH:24][c:25](-[c:29]3[cH:30][n:31][c:32]([CH:35]4[CH2:36][CH2:37]4)[cH:33][cH:34]3)[cH:26][cH:27][cH:28]2)=[O:38])[cH:10][c:11]([C:14]([F:15])([F:16])[F:17])[cH:12][cH:13]1)([CH3:6])([CH3:22])[CH3:39].[Cl:47][CH2:48][Cl:49].[F:40][C:41]([F:42])([F:43])[C:44]([OH:45])=[O:46]>>[N:7]1=[C:21]([c:23]2[cH:24][c:25](-[c:29]3[cH:30][n:31][c:32]([CH:35]4[CH2:36][CH2:37]4)[cH:33][cH:34]3)[cH:26][cH:27][cH:28]2)[CH2:20][C:19](=[O:38])[NH:18][c:9]2[c:8]1[cH:13][cH:12][c:11]([C:14]([F:15])([F:16])[F:17])[cH:10]2. The reactants are CC(C)C1=CC(=C(C(=C1)C(C)C)C2=C(C=CC=C2)P(C3CCCCC3)C4CCCCC4)C(C)C (X-PHOS), BrC1=CC(=C(COC[C@H]2[C@H](C2)C2CCN(CC2)C2=NC=C(C=N2)COC)C=C1)F (2-(4-((1R,2R)-2-(((4-bromo-2-fluorobenzyl)oxy)methyl)cyclopropyl)piperidin-1-yl)-5-(methoxymethyl)pyrimidine), [Br-].C(C)(C)(C)OC(C[Zn+])=O ((2-(tert-butoxy)-2-oxoethyl)zinc(II) bromide). The reagents and catalysts are C=1C=CC(=CC1)/C=C/C(=O)/C=C/C2=CC=CC=C2.C=1C=CC(=CC1)/C=C/C(=O)/C=C/C2=CC=CC=C2.C=1C=CC(=CC1)/C=C/C(=O)/C=C/C2=CC=CC=C2.[Pd].[Pd] (TRIS(DIBENZYLIDENEACETONE)DIPALLADIUM(0)). The solvent is C1CCOC1 (THF). Run at temperature 60 celsius, time 5 minute. Yields the product FC=1C=C(C=CC1COC[C@H]1[C@H](C1)C1CCN(CC1)C1=NC=C(C=N1)COC)CC(=O)OC(C)(C)C (tert-butyl 2-(3-fluoro-4-((((1R,2R)-2-(1-(5-(methoxymethyl)pyrimidin-2-yl) piperidin-4-yl)cyclopropyl)methoxy)methyl)phenyl)acetate). Isolated yield 97.7%. Reaction SMILES: Br[C:2]1[CH:28]=[CH:27][C:5]([CH2:6][O:7][CH2:8][C@@H:9]2[CH2:11][C@@H:10]2[CH:12]2[CH2:17][CH2:16][N:15]([C:18]3[N:23]=[CH:22][C:21]([CH2:24][O:25][CH3:26])=[CH:20][N:19]=3)[CH2:14][CH2:13]2)=[C:4]([F:29])[CH:3]=1.CC(C1C=C(C(C)C)C(C2C=CC=CC=2P(C2CCCCC2)C2CCCCC2)=C(C(C)C)C=1)C.[Br-].[C:65]([O:69][C:70](=[O:73])[CH2:71][Zn+])([CH3:68])([CH3:67])[CH3:66]>C1COCC1.C1C=CC(/C=C/C(/C=C/C2C=CC=CC=2)=O)=CC=1.C1C=CC(/C=C/C(/C=C/C2C=CC=CC=2)=O)=CC=1.C1C=CC(/C=C/C(/C=C/C2C=CC=CC=2)=O)=CC=1.[Pd].[Pd]>[F:29][C:4]1[CH:3]=[C:2]([CH2:71][C:70]([O:69][C:65]([CH3:68])([CH3:67])[CH3:66])=[O:73])[CH:28]=[CH:27][C:5]=1[CH2:6][O:7][CH2:8][C@@H:9]1[CH2:11][C@@H:10]1[CH:12]1[CH2:17][CH2:16][N:15]([C:18]2[N:23]=[CH:22][C:21]([CH2:24][O:25][CH3:26])=[CH:20][N:19]=2)[CH2:14][CH2:13]1 |f:2.3,5.6.7.8.9|. Reported procedure: 2-(4-((1R,2R)-2-(((4-bromo-2-fluorobenzyl)oxy)methyl)cyclopropyl)piperidin-1-yl)-5-(methoxymethyl)pyrimidine (Step B product, 1.0 g, 2.15 mmol) was dissolved in anhydrous THF (3 ml). The mixture was stirred for 5 min and TRIS(DIBENZYLIDENEACETONE)DIPALLADIUM(0) (0.099 g, 0.108 mmol) and X-PHOS (0.103 g, 0.215 mmol) were added, followed by (2-(tert-butoxy)-2-oxoethyl)zinc(II) bromide (0.5 M solution in ether, 12.92 ml, 6.46 mmol). The mixture was heated at 60° C. overnight. The reaction mixture w...